From a dataset of the Open Reaction Database (ORD), a public repository of structured organic reaction records. describe an organic reaction: reactants, conditions, products, and yield The reactants are CC(C)(C)C(=O)OC(=O)C(C)(C)C, CC(=O)[O-], CC(=O)[O-], [H][H], C1CCOC1, COc1ccc(CCC(=O)O)cc1O, [Pd+2], c1ccc(P(c2ccccc2)c2ccccc2)cc1. Yields the product COc1ccc(CCC=O)cc1O. RXN SMILES: [C:15]([O:16][C:17](=[O:18])[C:19]([CH3:20])([CH3:21])[CH3:22])(=[O:23])[C:24]([CH3:25])([CH3:26])[CH3:27].[C:49]([O-:50])(=[O:51])[CH3:52].[C:54]([O-:55])(=[O:56])[CH3:57].[H:47][H:48].[O:58]1[CH2:59][CH2:60][CH2:61][CH2:62]1.[OH:1][c:2]1[cH:3][c:4]([CH2:10][CH2:11][C:12](=[O:13])[OH:14])[cH:5][cH:6][c:7]1[O:8][CH3:9].[Pd+2:53].[c:28]1([P:29]([c:30]2[cH:31][cH:32][cH:33][cH:34][cH:35]2)[c:36]2[cH:37][cH:38][cH:39][cH:40][cH:41]2)[cH:42][cH:43][cH:44][cH:45][cH:46]1>>[OH:1][c:2]1[cH:3][c:4]([CH2:10][CH2:11][CH:12]=[O:13])[cH:5][cH:6][c:7]1[O:8][CH3:9].